Dataset: the Open Reaction Database (ORD), a public repository of structured organic reaction records. Task: describe an organic reaction: reactants, conditions, products, and yield Starting materials: C1(=CC=CC=C1)[O-].[Na+] (sodium phenolate), CN1C(CCC1)=O (N-methylpyrrolidone), ClC(=CC(C(C)C)(C)C)Cl (1,1-dichloro-3,3,4-trimethyl-pent-1-ene). The solvent is C(Cl)Cl (methylene chloride). Run at temperature 200 celsius. Yields the product ClC=C(C(C(C)C)(C)C)OC1=CC=CC=C1 (1-chloro-2-phenoxy-3,3,4-trimethyl-pent-1-ene). Yield: 70.6%. As a reaction SMILES: [C:1]1([O-:7])[CH:6]=[CH:5][CH:4]=[CH:3][CH:2]=1.[Na+].CN1CCCC1=O.[Cl:16][C:17](Cl)=[CH:18][C:19]([CH3:24])([CH3:23])[CH:20]([CH3:22])[CH3:21]>C(Cl)Cl>[Cl:16][CH:17]=[C:18]([O:7][C:1]1[CH:6]=[CH:5][CH:4]=[CH:3][CH:2]=1)[C:19]([CH3:24])([CH3:23])[CH:20]([CH3:22])[CH3:21] |f:0.1|. Procedure details: 487 g of sodium phenolate are introduced into 1.6 liters of N-methylpyrrolidone at about 100° C., and dissolved by heating the mixture to 200° C. 360 g (2 mols) of 1,1-dichloro-3,3,4-trimethyl-pent-1-ene are added dropwise in the course of 3 hours at a rate such that the temperature of the reaction mixture does not fall below 195° C. Thereafter, the mixture is heated at 200°-210° C. for 8 hours. Working-up is carried out by diluting the solution with methylene chloride and extracting it by shaki... Reactants: CC(=O)OCCCSc1cccc2nccn12, ClC(Cl)Cl, O=C(OO)c1cccc(Cl)c1. Yields the product CC(=O)OCCCS(=O)c1cccc2nccn12. Reaction SMILES: [C:1]([CH3:2])(=[O:3])[O:4][CH2:5][CH2:6][CH2:7][S:8][c:9]1[cH:10][cH:11][cH:12][c:13]2[n:14]1[cH:15][cH:16][n:17]2.[CH:29]([Cl:30])([Cl:31])[Cl:32].[Cl:18][c:19]1[cH:20][cH:21][cH:22][c:23]([C:24]([O:25][OH:27])=[O:26])[cH:28]1>>[C:1]([CH3:2])(=[O:3])[O:4][CH2:5][CH2:6][CH2:7][S:8]([c:9]1[cH:10][cH:11][cH:12][c:13]2[n:14]1[cH:15][cH:16][n:17]2)=[O:26].